This data is from the Open Reaction Database (ORD), a public repository of structured organic reaction records. The task is: describe an organic reaction: reactants, conditions, products, and yield Starting materials: CC(=O)OC(C)=O, [Na+], [Na+], O, CS(=O)(=O)NCCNc1ccc(N)cc1, O=S([O-])[O-], O=S(=O)(O)O. Yields the product CC(=O)Nc1ccc(NCCNS(C)(=O)=O)cc1. As a reaction SMILES: [CH3:27][C:28](=[O:29])[O:30][C:31](=[O:32])[CH3:33].[Na+:5].[Na+:6].[OH2:34].[S:12](=[O:13])(=[O:14])([CH3:15])[NH:16][CH2:17][CH2:18][NH:19][c:20]1[cH:21][cH:22][c:23]([NH2:26])[cH:24][cH:25]1.[S:1]([O-:2])([O-:3])=[O:4].[S:7]([OH:8])([OH:9])(=[O:10])=[O:11]>>[S:12](=[O:13])(=[O:14])([CH3:15])[NH:16][CH2:17][CH2:18][NH:19][c:20]1[cH:21][cH:22][c:23]([NH:26][C:28]([CH3:27])=[O:29])[cH:24][cH:25]1. The reactants are CC(CCC(=O)Cl)N1C(=O)c2ccccc2C1=O, F, C=[N+]=[N-], O, c1ccncc1. Yields the product CC(CCC(=O)CF)N1C(=O)c2ccccc2C1=O. Reaction SMILES: [C:4]1(=[O:21])[c:5]2[c:6]([cH:17][cH:18][cH:19][cH:20]2)[C:7](=[O:16])[N:8]1[CH:9]([CH2:10][CH2:11][C:12](=[O:13])[Cl:14])[CH3:15].[FH:22].[N+:1](=[N-:2])=[CH2:3].[OH2:29].[cH:23]1[cH:24][cH:25][n:26][cH:27][cH:28]1>>[CH2:3]([C:12]([CH2:11][CH2:10][CH:9]([N:8]1[C:4](=[O:21])[c:5]2[c:6]([cH:17][cH:18][cH:19][cH:20]2)[C:7]1=[O:16])[CH3:15])=[O:13])[F:22]. Reactants: C(C1=CC=CC=C1)(=O)OC(CC#C)CCCC (Racemic 4-benzoyloxy-1-octyne), C(C)(=O)OCC (ethyl acetate), ( S )-configuration, [OH-].[K+] (potassium hydroxide), OC(CC#C)CCCC (4-hydroxy-1-octyne). Run in CO.O (methanol water). Conditions: time 24 hour. Yields the product O[C@H](CC#C)CCCC ((S)-4-hydroxy-1-octyne). RXN SMILES: C([O:9][CH:10]([CH2:14][CH2:15][CH2:16][CH3:17])[CH2:11][C:12]#[CH:13])(=O)C1C=CC=CC=1.[OH-].[K+].OC(CCCC)CC#C.C(OCC)(=O)C>CO.O>[OH:9][C@@H:10]([CH2:14][CH2:15][CH2:16][CH3:17])[CH2:11][C:12]#[CH:13] |f:1.2,5.6|. Reported procedure: A solution of 1.15 g (5.0 mmoles) of (S)-4-benzoyl-oxy-1-octyne (Example 141) and 1.40 g (25 mmoles) of potassium hydroxide in 50 ml of 10:1 methanol-water is allowed to stand at room temperature for 24 hours. The bulk of the methanol is evaporated at room temperature, and the mixture is extracted with ether. The extract is washed with brine, dried over magnesium sulfate, and evaporated to give a colorless oil, identical to 4-hydroxy-1-octyne [α]D25 = +17+ 1.0° (C=0.77, ethyl acetate). This comp... Reaction conditions: temperature 0 celsius, time 30 minute. Reactants: ClC1=C(C#N)C(=C(C(=N1)Cl)Cl)C (2,5,6-trichloro-4-methyl-nicotinonitrile), C[O-].[Na+] (sodium methoxide), O (water). As a reaction SMILES: [Cl:1][C:2]1[N:9]=[C:8](Cl)[C:7]([Cl:11])=[C:6]([CH3:12])[C:3]=1[C:4]#[N:5].[CH3:13][O-:14].[Na+].O>CO>[Cl:1][C:2]1[N:9]=[C:8]([O:14][CH3:13])[C:7]([Cl:11])=[C:6]([CH3:12])[C:3]=1[C:4]#[N:5] |f:1.2|. Yields the product ClC1=C(C#N)C(=C(C(=N1)OC)Cl)C (2,5-Dichloro-6-methoxy-4-methyl-nicotinonitrile). Solvent: CO (MeOH). The yield is 93.2%. Procedure: To a slurry of 2,5,6-trichloro-4-methyl-nicotinonitrile (11.0 g, 49.67 mmol, Tetrahedron, 1977, 33, 113-117) in MeOH (125 ml) is added sodium methoxide solution (25% wt. in MeOH)(11.92 ml, 52.15 mmol). The reaction mixture is stirred at 0° C. for 30 minutes, then room temperature for 1 hour. The reaction is quenched by the addition of water (300 ml) and a thick, white precipitate is formed. An additional 200 ml of water is added and the mixture is stirred at 0° C. for 10 minutes. The precipitate... Starting materials: CC(C)CCCCCCCl, CCCCCCCCCCNC. Product: CCCCCCCCCCN(C)CCCCCCC(C)C. As a reaction SMILES: [CH2:13]([CH2:14][CH2:15][CH2:16][CH2:17][CH2:18][CH:19]([CH3:20])[CH3:21])[Cl:22].[CH2:1]([CH2:2][CH2:3][CH2:4][CH2:5][CH2:6][CH2:7][CH2:8][CH2:9][CH3:10])[NH:11][CH3:12]>>[CH2:1]([CH2:2][CH2:3][CH2:4][CH2:5][CH2:6][CH2:7][CH2:8][CH2:9][CH3:10])[N:11]([CH3:12])[CH2:13][CH2:14][CH2:15][CH2:16][CH2:17][CH2:18][CH:19]([CH3:20])[CH3:21]. Reactants: C(C1=CC=C(C=C1)OC)(=O)[C@@]([C@@](C(=O)O)(O)C(C1=CC=C(C=C1)OC)=O)(O)C(=O)O.ClC=1C=C(C=CC1Cl)[C@@]1(CNCC1)CCO ((S)-3-(3,4-dichlorophenyl)-3-(2-hydroxyethyl)pyrrolidine (R,R)-di-p-anisoyltartaric acid salt), COC1=C(C(=O)Cl)C=C(C=C1)N1N=NN=C1 (2-methoxy-5-(1H-tetrazol-1-yl)benzoyl chloride), C(C)#N (acetonitrile), C([O-])(O)=O.[Na+] (sodium bicarbonate). Run in O (water). Conditions: temperature 0 celsius, time 30 minute. The product is COC1=C(C(=O)N2C[C@@](CC2)(CCO)C2=CC(=C(C=C2)Cl)Cl)C=C(C=C1)N1N=NN=C1 ((S)-1-(2-methoxy-5-(1H-tetrazol-1-yl)benzoyl)-3-(3,4-dichlorophenyl)-3-(2-hydroxyethyl)pyrrolidine). RXN SMILES: C([C@](C(O)=O)(O)[C@](C(=O)C1C=CC(OC)=CC=1)(O)C(O)=O)(=O)C1C=CC(OC)=CC=1.[Cl:31][C:32]1[CH:33]=[C:34]([C@@:39]2([CH2:44][CH2:45][OH:46])[CH2:43][CH2:42][NH:41][CH2:40]2)[CH:35]=[CH:36][C:37]=1[Cl:38].C(#N)C.C(=O)(O)[O-].[Na+].[CH3:55][O:56][C:57]1[CH:65]=[CH:64][C:63]([N:66]2[CH:70]=[N:69][N:68]=[N:67]2)=[CH:62][C:58]=1[C:59](Cl)=[O:60]>O>[CH3:55][O:56][C:57]1[CH:65]=[CH:64][C:63]([N:66]2[CH:70]=[N:69][N:68]=[N:67]2)=[CH:62][C:58]=1[C:59]([N:41]1[CH2:42][CH2:43][C@@:39]([C:34]2[CH:35]=[CH:36][C:37]([Cl:38])=[C:32]([Cl:31])[CH:33]=2)([CH2:44][CH2:45][OH:46])[CH2:40]1)=[O:60] |f:0.1,3.4|. Reported procedure: Combine (S)-3-(3,4-dichlorophenyl)-3-(2-hydroxyethyl)pyrrolidine (R,R)-di-p-anisoyltartaric acid salt (0.14 g, 0.21 mmol) ethyl acetate (15 mL), acetonitrile (6 mL), water (6 mL), and sodium bicarbonate (0.09 g, 1.03 mmol). Cool to 0° C. in an salt-ice bath. Add 2-methoxy-5-(1H-tetrazol-1-yl)benzoyl chloride (0.21 mmol). After 30 minutes, warm to ambient temperature. After 30 minutes at ambient temperature, partition the reaction mixture between ethyl acetate and brine. Extract the organic layer... Run in C(Cl)(Cl)Cl (CHCl3). RXN SMILES: Cl.Cl.[N:3]1([CH2:8][CH2:9][O:10][C:11]2[CH:40]=[CH:39][C:14]([CH2:15][C:16]3[C:17]4[CH:38]=[CH:37][CH:36]=[CH:35][C:18]=4[S:19][C:20]=3[C:21]3[CH:26]=[CH:25][C:24]([NH:27]C(C4N=CNC=4)=O)=[CH:23][CH:22]=3)=[CH:13][CH:12]=2)[CH2:7][CH2:6][CH2:5][CH2:4]1.[CH2:41]1[C@@H:46]([C:47]([OH:49])=[O:48])[NH:45][C:43](=[O:44])[CH2:42]1.[CH3:50][OH:51].[NH4+].[OH-:53]>C(Cl)(Cl)Cl>[C:47]([OH:49])(=[O:48])[C:50]([OH:53])=[O:51].[N:3]1([CH2:8][CH2:9][O:10][C:11]2[CH:40]=[CH:39][C:14]([CH2:15][C:16]3[C:17]4[CH:38]=[CH:37][CH:36]=[CH:35][C:18]=4[S:19][C:20]=3[C:21]3[CH:26]=[CH:25][C:24]([NH:27][C:47]([CH:46]4[CH2:41][CH2:42][C:43](=[O:44])[NH:45]4)=[O:49])=[CH:23][CH:22]=3)=[CH:13][CH:12]=2)[CH2:4][CH2:5][CH2:6][CH2:7]1 |f:0.1.2,5.6,8.9|. Yields the product C(C(=O)O)(=O)O.N1(CCCC1)CCOC1=CC=C(CC=2C3=C(SC2C2=CC=C(C=C2)NC(=O)C2NC(CC2)=O)C=CC=C3)C=C1 (3-[4-[2-(1-Pyrrolidinyl)ethoxy]benzyl]-2-[4-(5-oxopyrrolidin-2-ylcarbonylamino)phenyl]benzo[b]thiophene Oxalate). Yield: 51.0%. Procedure: By essentially following the conditions described in Example 1, Part A, the free base of the title compound was prepared as a foam from 2-(4-aminophenyl)-3-[4-[2-(1-pyrrolidinyl)ethoxy]benzyl]benzo[b]thiophene (Example 16; Part D) and 2-pyrrolidinone-5-carboxylic acid in 51% yield following radial chromatography (SiO2; 2% then 3% then 4% MeOH in CHCl3 sat'd with NH4OH). The product was converted to the oxalate salt according to the proceedure described in Example 1, Part G. The reactants are [NH4+].[OH-] (NH4OH), Cl.Cl.N1(CCCC1)CCOC1=CC=C(CC=2C3=C(SC2C2=CC=C(C=C2)NC(=O)C=2N=CNC2)C=CC=C3)C=C1 (3-[4-[2-(1-Pyrrolidinyl)ethoxy]benzyl]-2-[4-(4-imidazolylcarbonylamino)phenyl]benzo[b]thiophene Dihydrochloride), C1CC(=O)N[C@@H]1C(=O)O (2-pyrrolidinone-5-carboxylic acid), oxalate salt, CO (MeOH).